describe an organic reaction: reactants, conditions, products, and yield From a dataset of the Open Reaction Database (ORD), a public repository of structured organic reaction records. The reactants are C(CC(O)(C(=O)O)CC(=O)O)(=O)O (citric acid), CC1=C(C=CC=C1NC2=C(C=CC=N2)C(=O)O)C(F)(F)F.CNC[C@@H]([C@H]([C@@H]([C@@H](CO)O)O)O)O (Banamine). Run at time 1 hour. Yields the product CC1=C(C=CC=C1NC2=C(C=CC=N2)C(=O)O)C(F)(F)F (Flunixin). The yield is 94.0%. As a reaction SMILES: C(O)(=O)CC(CC(O)=O)(C(O)=O)O.[CH3:14][C:15]1[C:20]([NH:21][C:22]2[N:27]=[CH:26][CH:25]=[CH:24][C:23]=2[C:28]([OH:30])=[O:29])=[CH:19][CH:18]=[CH:17][C:16]=1[C:31]([F:34])([F:33])[F:32].CNC[C@H](O)[C@@H](O)[C@H](O)[C@H](O)CO>>[CH3:14][C:15]1[C:20]([NH:21][C:22]2[N:27]=[CH:26][CH:25]=[CH:24][C:23]=2[C:28]([OH:30])=[O:29])=[CH:19][CH:18]=[CH:17][C:16]=1[C:31]([F:33])([F:32])[F:34] |f:1.2|. Reported procedure: 50% Aqueous citric acid solution is added to about 0.5 L of Banamine Solution while maintaining the temperature at less than 30° C. The resulting mixture was agitated for about 1 hour while continuing to maintain the temperature at less than 30° C. The precipitated Flunixin was collected by filtration and washed with 0.5 L of water, then dried at about 50-60° C. to a moisture content of less than 1% to yield about 23.5 g of crude Flunixin (94%)